From a dataset of the Open Reaction Database (ORD), a public repository of structured organic reaction records. describe an organic reaction: reactants, conditions, products, and yield The reactants are ClCCCC(=O)N1CCCOC2=C1C=CC=C2 (5-(4-chlorobutyryl)-2,3,4,5-tetrahydro-1,5-benzoxazepine), O(C1=CC=CC=C1)C1=CC=C(C=C1)N1CCNCC1 (1-(4-phenoxylphenyl)piperazine). Yields the product O(C1=CC=CC=C1)C1=CC=C(C=C1)N1CCN(CC1)CCCC(=O)N1CCCOC2=C1C=CC=C2 (5-[4-(4-(4-phenoxyphenyl)piperazin-1-yl)butyryl]2,3,4,5-tetrahydro-1,5-benzoxazepine). RXN SMILES: Cl[CH2:2][CH2:3][CH2:4][C:5]([N:7]1[C:13]2[CH:14]=[CH:15][CH:16]=[CH:17][C:12]=2[O:11][CH2:10][CH2:9][CH2:8]1)=[O:6].[O:18]([C:25]1[CH:30]=[CH:29][C:28]([N:31]2[CH2:36][CH2:35][NH:34][CH2:33][CH2:32]2)=[CH:27][CH:26]=1)[C:19]1[CH:24]=[CH:23][CH:22]=[CH:21][CH:20]=1>>[O:18]([C:25]1[CH:30]=[CH:29][C:28]([N:31]2[CH2:36][CH2:35][N:34]([CH2:2][CH2:3][CH2:4][C:5]([N:7]3[C:13]4[CH:14]=[CH:15][CH:16]=[CH:17][C:12]=4[O:11][CH2:10][CH2:9][CH2:8]3)=[O:6])[CH2:33][CH2:32]2)=[CH:27][CH:26]=1)[C:19]1[CH:20]=[CH:21][CH:22]=[CH:23][CH:24]=1. Procedure details: The compound (16) synthesized in Reference Example 16 and 1-(4-phenoxylphenyl)piperazine [DE 2631885] were used to produce the above compound in the same way as Example 1.